This data is from the Open Reaction Database (ORD), a public repository of structured organic reaction records. The task is: describe an organic reaction: reactants, conditions, products, and yield Starting materials: NC1=CC=C(C=N1)/C(/C(=O)NC=1SC(=CN1)Cl)=C\C1CCCC1 ((E)-2-(6-Aminopyridin-3-yl)-N-(5-chlorothiazol-2-yl)-3-cyclopentylacrylamide), N1=CC=CC=C1 (pyridine), CS(=O)(=O)Cl (MsCl). Run in C(Cl)Cl (CH2Cl2), CCOCC (Et2O). Reaction conditions: temperature 20 celsius, time 3 day. Product: ClC1=CN=C(S1)NC(\C(=C\C1CCCC1)\C=1C=NC(=CC1)NS(=O)(=O)C)=O ((E)-N-(5-Chlorothiazol-2-yl)-3-cyclopentyl-2-(6-methanesulfonylaminopyridin-3-yl)acrylamide). Reaction SMILES: [NH2:1][C:2]1[N:7]=[CH:6][C:5](/[C:8](=[CH:18]\[CH:19]2[CH2:23][CH2:22][CH2:21][CH2:20]2)/[C:9]([NH:11][C:12]2[S:13][C:14]([Cl:17])=[CH:15][N:16]=2)=[O:10])=[CH:4][CH:3]=1.N1C=CC=CC=1.[CH3:30][S:31](Cl)(=[O:33])=[O:32]>C(Cl)Cl.CCOCC>[Cl:17][C:14]1[S:13][C:12]([NH:11][C:9](=[O:10])/[C:8](/[C:5]2[CH:6]=[N:7][C:2]([NH:1][S:31]([CH3:30])(=[O:33])=[O:32])=[CH:3][CH:4]=2)=[CH:18]/[CH:19]2[CH2:23][CH2:22][CH2:21][CH2:20]2)=[N:16][CH:15]=1. Procedure: A solution of (E)-2-(6-aminopyridin-3-yl)-N-(5-chlorothiazol-2-yl)-3-cyclopentylacrylamide (EXAMPLE 75, 50 mg, 143 μmol) in anhydrous CH2Cl2 (3 mL) was treated with pyridine (570 μL, 7.1 mmol) and MsCl (170 μL, 2.2 mmol). After stirring for 3 d at 20° C., the reaction mixture was diluted with Et2O (40 mL), before being extracted with 1M NaOH-saturated aqueous NaHCO3 (1:1, 2×15 mL). The combined aqueous extracts were neutralised with 2M HCl, before being extracted with EtOAc (2×50 mL). The combin... Reactants: C(#N)C1=C(C=C(C=C1)C(F)(F)F)N=NNC1=C(C=CC(=C1)C(F)(F)F)C#N (1,3-bis(2-cyano-5-trifluoromethylphenyl)triazene), C1(=CC=CC=C1)N=C=O (phenyl isocyanate). The solvent is CCOCC (ether). Product: C1(=CC=CC=C1)NC(=O)N(N=NC1=C(C=CC(=C1)C(F)(F)F)C#N)C1=C(C=CC(=C1)C(F)(F)F)C#N (3-(N-phenylcarbamoyl)-1,3-bis(2-cyano-5-trifluoromethylphenyl)-triazene). RXN SMILES: [C:1]([C:3]1[CH:8]=[CH:7][C:6]([C:9]([F:12])([F:11])[F:10])=[CH:5][C:4]=1[N:13]=[N:14][NH:15][C:16]1[CH:21]=[C:20]([C:22]([F:25])([F:24])[F:23])[CH:19]=[CH:18][C:17]=1[C:26]#[N:27])#[N:2].[C:28]1([N:34]=[C:35]=[O:36])[CH:33]=[CH:32][CH:31]=[CH:30][CH:29]=1>CCOCC>[C:28]1([NH:34][C:35]([N:13]([C:4]2[CH:5]=[C:6]([C:9]([F:12])([F:11])[F:10])[CH:7]=[CH:8][C:3]=2[C:1]#[N:2])[N:14]=[N:15][C:16]2[CH:21]=[C:20]([C:22]([F:23])([F:24])[F:25])[CH:19]=[CH:18][C:17]=2[C:26]#[N:27])=[O:36])[CH:33]=[CH:32][CH:31]=[CH:30][CH:29]=1. Reported procedure: A mixture of 2.0 g. (5.2 mmol.) of 1,3-bis(2-cyano-5-trifluoromethylphenyl)triazene and 1.6 ml. of phenyl isocyanate in 20 ml. of ether is stirred at 25° for 48 hours. The precipitate is collected and recrystallized from ether to give 3-(N-phenylcarbamoyl)-1,3-bis(2-cyano-5-trifluoromethylphenyl)-triazene, m.p. 157°-158°. Reactants: C(C)OC(=O)CC1(C(NC2=CC=CC=C12)=O)NC(=O)CC1=CC=C(C=C1)C ((RS)-3-(ethoxycarbonylmethyl)-3-((4-methylbenzyl)carbonylamino)indolin-2-one), aqueous solution, [OH-].[K+] (potassium hydroxide). Run in C(C)O (ethanol). Run at time 4 hour. Yields the product OC(=O)CC1(C(NC2=CC=CC=C12)=O)NC(=O)CC1=CC=C(C=C1)C ((RS)-3-(hydroxycarbonyl methyl)-3-((4-methylbenzyl )carbonylamino )indolin-2-one). RXN SMILES: C([O:3][C:4]([CH2:6][C:7]1([NH:17][C:18]([CH2:20][C:21]2[CH:26]=[CH:25][C:24]([CH3:27])=[CH:23][CH:22]=2)=[O:19])[C:15]2[C:10](=[CH:11][CH:12]=[CH:13][CH:14]=2)[NH:9][C:8]1=[O:16])=[O:5])C.[OH-].[K+]>C(O)C>[OH:5][C:4]([CH2:6][C:7]1([NH:17][C:18]([CH2:20][C:21]2[CH:22]=[CH:23][C:24]([CH3:27])=[CH:25][CH:26]=2)=[O:19])[C:15]2[C:10](=[CH:11][CH:12]=[CH:13][CH:14]=2)[NH:9][C:8]1=[O:16])=[O:3] |f:1.2|. Procedure details: To a solution of 0.29 g of (RS)-3-(ethoxycarbonylmethyl)-3-((4-methylbenzyl)carbonylamino)indolin-2-one in 10 ml of ethanol was added 2 ml of an aqueous solution of 0.16 g of potassium hydroxide (85%) at room temperature, and the mixture was stirred for 4 hours, followed by concentration. The concentrate was diluted with water, and washed with chloroform. The aqueous layer was adjusted to pH 2 by addition of 2N hydrochloric acid and extracted with ethyl acetate. The organic layer was dried over ... Reactants: O=C1CCN(CC1)C1=CC=C(C=C1)NS(=O)(=O)C=1SC(=CC1)C1=NC=CC=C1 (5-Pyridin-2-yl-thiophene-2-sulfonic acid [4-(4-oxo-piperidine-1-yl)-phenyl]-amide), NCC(O)C=1C=CC(=C(C1)NS(=O)(=O)C)O (N-[5-(2-Amino-1-hydroxy-ethyl)-2-hydroxy-phenyl]-methanesulfonamide). Product: OC(CNC1CCN(CC1)C1=CC=C(C=C1)NS(=O)(=O)C=1SC(=CC1)C1=NC=CC=C1)C1=CC(=C(C=C1)O)NS(=O)(=O)C (N-(4-{4-[(2-Hydroxy-2-{4-hydroxy-3-[(methylsulfonyl)amino]phenyl}ethyl)amino]-1-piperidineyl}phenyl)-5-(2-pyridinyl)-2-thiophenesulfonamide). Reaction SMILES: O=[C:2]1[CH2:7][CH2:6][N:5]([C:8]2[CH:13]=[CH:12][C:11]([NH:14][S:15]([C:18]3[S:19][C:20]([C:23]4[CH:28]=[CH:27][CH:26]=[CH:25][N:24]=4)=[CH:21][CH:22]=3)(=[O:17])=[O:16])=[CH:10][CH:9]=2)[CH2:4][CH2:3]1.[NH2:29][CH2:30][CH:31]([C:33]1[CH:34]=[CH:35][C:36]([OH:44])=[C:37]([NH:39][S:40]([CH3:43])(=[O:42])=[O:41])[CH:38]=1)[OH:32]>>[OH:32][CH:31]([C:33]1[CH:34]=[CH:35][C:36]([OH:44])=[C:37]([NH:39][S:40]([CH3:43])(=[O:42])=[O:41])[CH:38]=1)[CH2:30][NH:29][CH:2]1[CH2:3][CH2:4][N:5]([C:8]2[CH:9]=[CH:10][C:11]([NH:14][S:15]([C:18]3[S:19][C:20]([C:23]4[CH:28]=[CH:27][CH:26]=[CH:25][N:24]=4)=[CH:21][CH:22]=3)(=[O:17])=[O:16])=[CH:12][CH:13]=2)[CH2:6][CH2:7]1. Procedure details: The title compound was prepared from 5-pyridin-2-yl-thiophene-2-sulfonic acid [4-(4-oxo-piperidine-1-yl)-phenyl]-amide (which was obtained in Example 227) and N-[5-(2-amino-1-hydroxy-ethyl)-2-hydroxy-phenyl]-methanesulfonamide (which was obtained in Example 9) according to the procedure of Example 278 as an off-white solid; 1H NMR (300 MHz, DMSO-d6) δ 1.20-1.40 (m, 2H), 1.80-1.90 (m, 2H), 2.45-2.75 (m, 5H), 2.91 (s, 3H), 3.40-3.60 (m, 2H), 4.47 (dd, J=8.0, 4.1 Hz, 1H), 6.80 (d, J=8.3 Hz, 1H), 6.... The reactants are [N+](=O)(O)[O-] (nitric acid), [OH-].[Na+] (sodium hydroxide), FC(C(=O)C1=CC=CC=C1)(F)F (2,2,2-trifluoroacetophenone), ice water. Solvent: S(O)(O)(=O)=O (sulphuric acid), S(O)(O)(=O)=O (sulphuric acid). Run at temperature -10 celsius, time 1 hour. Product: FC(C(=O)C1=CC(=CC=C1)[N+](=O)[O-])(F)F (2,2,2-trifluoro-1-(3-nitrophenyl)ethanone). Reaction SMILES: [F:1][C:2]([F:12])([F:11])[C:3]([C:5]1[CH:10]=[CH:9][CH:8]=[CH:7][CH:6]=1)=[O:4].[N+:13]([O-])([OH:15])=[O:14].[OH-].[Na+]>S(=O)(=O)(O)O>[F:1][C:2]([F:11])([F:12])[C:3]([C:5]1[CH:10]=[CH:9][CH:8]=[C:7]([N+:13]([O-:15])=[O:14])[CH:6]=1)=[O:4] |f:2.3|. Reported procedure: 20.0 g (114.9 mmol) of 2,2,2-trifluoroacetophenone were initially charged in 80 ml of conc. sulphuric acid, and the mixture was cooled to −10° C. A solution, prepared beforehand at −10° C., of 4.8 ml (114.8 mmol) of nitric acid in 20 ml of conc. sulphuric acid was added dropwise to this mixture such that the reaction temperature did not exceed −5° C. After the addition had ended, the reaction mixture was stirred between −10° C. and 0° C. for 1 h and then added carefully to ice-water. By addition... Run at time 2 hour. Procedure details: 1-Chloro-3-(5-chloropyrid-2-yloxy)-2-semicarbazonopropane (322 mg.) and trimethyl phosphite (720 mg.) were mixed and heated at 70°-100° C., with stirring, for 11/2 hours. The mixture was evaporated to dryness, finally under high vacuum, to give dimethyl 3-(5-chloropyrid-2-yloxy)-2-semicarbazonopropylphosphonate, RF = 0.15 (5% v/v methanol in ethyl acetate), the required starting material. What we claim is: Product: ClC=1C=CC(=NC1)OCC(CP(OC)(OC)=O)=NNC(=O)N (dimethyl 3-(5-chloropyrid-2-yloxy)-2-semicarbazonopropylphosphonate). Reactants: ClCC(COC1=NC=C(C=C1)Cl)=NNC(=O)N (1-Chloro-3-(5-chloropyrid-2-yloxy)-2-semicarbazonopropane), P(OC)(OC)OC (trimethyl phosphite). RXN SMILES: Cl[CH2:2][C:3](=[N:13][NH:14][C:15]([NH2:17])=[O:16])[CH2:4][O:5][C:6]1[CH:11]=[CH:10][C:9]([Cl:12])=[CH:8][N:7]=1.[P:18]([O:23]C)([O:21][CH3:22])[O:19][CH3:20]>>[Cl:12][C:9]1[CH:10]=[CH:11][C:6]([O:5][CH2:4][C:3](=[N:13][NH:14][C:15]([NH2:17])=[O:16])[CH2:2][P:18](=[O:23])([O:21][CH3:22])[O:19][CH3:20])=[N:7][CH:8]=1.